This data is from the Open Reaction Database (ORD), a public repository of structured organic reaction records. The task is: describe an organic reaction: reactants, conditions, products, and yield Starting materials: C(C#C)(=O)O (propiolic acid), C(C=CC1=CC=CC=C1)O (cinnamyl alcohol), solution, C1(CCCCC1)N=C=NC1CCCCC1 (dicyclohexylcarbodiimide). The reagents and catalysts are CN(C1=CC=NC=C1)C (4-dimethylaminopyridine). Solvent: CCOCC (ether), CCOCC (ether). Conditions: temperature -20 celsius, time 8 hour. The product is C(C#C)(=O)OCC=CC1=CC=CC=C1 ((3-phenyl-2-propene-1-yl) propiolate). Reaction SMILES: [C:1]([OH:5])(=[O:4])[C:2]#[CH:3].[CH2:6](O)[CH:7]=[CH:8][C:9]1[CH:14]=[CH:13][CH:12]=[CH:11][CH:10]=1.C1(N=C=NC2CCCCC2)CCCCC1>CCOCC.CN(C)C1C=CN=CC=1>[C:1]([O:5][CH2:6][CH:7]=[CH:8][C:9]1[CH:14]=[CH:13][CH:12]=[CH:11][CH:10]=1)(=[O:4])[C:2]#[CH:3]. Reported procedure: 2.71 mg (44 mmol) of propiolic acid and 5.14 ml (40 mmol) of cinnamyl alcohol were dissolved in 20 ml of dry ether. The obtained solution was cooled to −20° C. 100 ml of a solution of 9.27 g (45 mmol) of dicyclohexylcarbodiimide and 0.36 g (30 mmol) of 4-dimethylaminopyridine in dry ether was dropped into the solution. The temperature of the obtained mixture was elevated to room temperature. After stirring overnight, the insoluble matter was filtered out. The filtrate was washed with 2 N hydroch... The reactants are C(C)(=O)O (acetic acid), CC1=CC=C(C=O)C=C1 (4-methylbenzaldehyde), [N+](=O)([O-])C (nitromethane), [OH-].[Na+] (NaOH). The solvent is CCO (EtOH). Reaction conditions: time 1 hour. Yields the product CC1=CC=C(C=C1)C(C[N+](=O)[O-])O (1-(4-methylphenyl)-2-nitroethanol). RXN SMILES: [CH3:1][C:2]1[CH:9]=[CH:8][C:5]([CH:6]=[O:7])=[CH:4][CH:3]=1.[N+:10]([CH3:13])([O-:12])=[O:11].[OH-].[Na+].C(O)(=O)C>CCO>[CH3:1][C:2]1[CH:9]=[CH:8][C:5]([CH:6]([OH:7])[CH2:13][N+:10]([O-:12])=[O:11])=[CH:4][CH:3]=1 |f:2.3|. Procedure: A stirred solution of 4-methylbenzaldehyde (325 mg, 319 μL, 2.71 mmol) and nitromethane (531 μL, 9.89 mmol) in absolute EtOH (20 mL) at 0° C. was treated with 10% aq. NaOH (m/v) (1.14 mL, 2.84 mmol), stirred for 1 h and treated with 2% aq. acetic acid (m/v) (8.54 mL, 2.84 mmol). The reaction was stirred for 1 h at room temperature then partitioned between water (50 mL) and EtOAc (50 mL). The aqueous layer was extracted with EtOAc (2×50 mL) and the combined organic extracts were washed with satur... Starting materials: O(S(=O)(=O)C(F)(F)F)C (Methyl triflate), [O-]S(=O)(=O)C(F)(F)F.[O-]S(=O)(=O)C(F)(F)F.C[N+]12C(C[N+](CC1)(CC2)C)C (1,2,4-trimethyl-1,4-diazoniabicyclo[2,2,2]octane ditriflate), CC1N2CCN(C1)CC2 (2-methyl-1,4-diazabicyclo [2,2,2]octane), oil, C(C)O (ethanol), methyl-N-methyl-1,4-diazabicyclo [2,2,2]octane triflate. Run in C(C)#N (acetonitrile). Conditions: temperature 0 celsius, time 1 hour. The product is [O-]S(=O)(=O)C(F)(F)F.C[N+]12CC[N+](CC1)(CC2)C.[O-]S(=O)(=O)C(F)(F)F (Methyl-N-methyl-1,4-diazoniabicyclo[2,2,2]octane Triflate). Reaction SMILES: [O:1](C)[S:2]([C:5]([F:8])([F:7])[F:6])(=[O:4])=[O:3].CC1CN2CCN1CC2.C(O)C.[O-:22][S:23]([C:26]([F:29])([F:28])[F:27])(=[O:25])=[O:24].[O-]S(C(F)(F)F)(=O)=O.[CH3:38][N+:39]12[CH2:46][CH2:45][N+:42]([CH3:47])([CH2:43][CH2:44]1)[CH2:41][CH:40]2C>C(#N)C>[O-:4][S:2]([C:5]([F:8])([F:7])[F:6])(=[O:3])=[O:1].[CH3:38][N+:39]12[CH2:46][CH2:45][N+:42]([CH3:47])([CH2:43][CH2:44]1)[CH2:41][CH2:40]2.[O-:25][S:23]([C:26]([F:29])([F:28])[F:27])(=[O:24])=[O:22] |f:3.4.5,7.8.9|. Reported procedure: Methyl triflate (3.2 g, 19.5 mmol) was added dropwise to a cold (0 ° C) stirred solution of 2-methyl-1,4-diazabicyclo [2,2,2]octane (2.5 g, 20.0 mmol) in dry acetonitrile under an atmosphere of dry nitrogen. The mixture was stirred at 0° C. for 1 hour and then at 20° C. overnight. The orange solution obtained was treated dropwise with ethanol until precipitation of a white solid ceased; this solid was recovered by filtration, washed with ethanol, dried in vacuo at room temperature and shown by n... Reactants: CN(C=O)C (dimethylformamide), ClC1=C(C#N)C=C(C=C1)[N+](=O)[O-] (2-chloro-5-nitrobenzonitrile), C1(CCCCC1)O (cyclohexanol), [H-].[Na+] (sodium hydride). The solvent is O (water). Reaction conditions: time 1 hour. Product: C1(CCCCC1)OC1=C(C#N)C=C(C=C1)[N+](=O)[O-] (2-cyclohexyloxy-5-nitrobenzonitrile). Isolated yield 61.0%. Reaction SMILES: CN(C)C=O.Cl[C:7]1[CH:14]=[CH:13][C:12]([N+:15]([O-:17])=[O:16])=[CH:11][C:8]=1[C:9]#[N:10].[CH:18]1([OH:24])[CH2:23][CH2:22][CH2:21][CH2:20][CH2:19]1.[H-].[Na+]>O>[CH:18]1([O:24][C:7]2[CH:14]=[CH:13][C:12]([N+:15]([O-:17])=[O:16])=[CH:11][C:8]=2[C:9]#[N:10])[CH2:23][CH2:22][CH2:21][CH2:20][CH2:19]1 |f:3.4|. Procedure details: To dimethylformamide solution (35 ml) containing 2-chloro-5-nitrobenzonitrile (14.1 g) and cyclohexanol (8.5 g) was added sodium hydride (60% content, 3.7 g) under ice-cooling, and the mixture was stirred for 1 h. The reaction mixture was added to water and extracted with toluene. The organic layer was washed with saturated brine and dried over anhydrous sodium sulfate, after which the solvent was evaporated under reduced pressure. The residue was recrystallized from diisopropyl ether to give 2-... The reactants are OC1=CC=C(CN2N=C(C(=C2)CCC(=O)OCC)C2=CC=CC=C2)C=C1 (ethyl 3-[1-(4-hydroxybenzyl)-3-phenyl-1H-pyrazol-4-yl]propionate), ClCC1=NC2=C(N1C)C=CC=C2 (2-chloromethyl-1-methyl-1H-benzimidazole), C([O-])([O-])=O.[K+].[K+] (potassium carbonate), CN(C=O)C (N,N-dimethylformamide). Solvent: O (water). Conditions: temperature 80 celsius, time 5 hour. Product: CN1C(=NC2=C1C=CC=C2)COC2=CC=C(CN1N=C(C(=C1)CCC(=O)OCC)C1=CC=CC=C1)C=C2 (ethyl 3-[1-[4-(1-methyl-1H-benzimidazol-2-ylmethoxy)benzyl]-3-phenyl-1H-pyrazol-4-yl]propionate). The yield is 84.7%. As a reaction SMILES: [OH:1][C:2]1[CH:26]=[CH:25][C:5]([CH2:6][N:7]2[CH:11]=[C:10]([CH2:12][CH2:13][C:14]([O:16][CH2:17][CH3:18])=[O:15])[C:9]([C:19]3[CH:24]=[CH:23][CH:22]=[CH:21][CH:20]=3)=[N:8]2)=[CH:4][CH:3]=1.Cl[CH2:28][C:29]1[N:33]([CH3:34])[C:32]2[CH:35]=[CH:36][CH:37]=[CH:38][C:31]=2[N:30]=1.C(=O)([O-])[O-].[K+].[K+].CN(C)C=O>O>[CH3:34][N:33]1[C:32]2[CH:35]=[CH:36][CH:37]=[CH:38][C:31]=2[N:30]=[C:29]1[CH2:28][O:1][C:2]1[CH:3]=[CH:4][C:5]([CH2:6][N:7]2[CH:11]=[C:10]([CH2:12][CH2:13][C:14]([O:16][CH2:17][CH3:18])=[O:15])[C:9]([C:19]3[CH:24]=[CH:23][CH:22]=[CH:21][CH:20]=3)=[N:8]2)=[CH:25][CH:26]=1 |f:2.3.4|. Procedure details: A mixture of ethyl 3-[1-(4-hydroxybenzyl)-3-phenyl-1H-pyrazol-4-yl]propionate (460 mg), 2-chloromethyl-1-methyl-1H-benzimidazole (250 mg), potassium carbonate (360 mg) and N,N-dimethylformamide (15 ml) was stirred at 80° C. for 5 hours. The reaction mixture was poured into water, and extracted with ethyl acetate. The ethyl acetate layer was washed with saturated aqueous sodium chloride solution, dried (MgSO4) and concentrated. The residue was subjected to silica gel column chromatography to obta... Starting materials: [Mg] (magnesium), C(CCCCCCC\C=C/C\C=C/CCCCC)Br (linoleyl bromide), C(C=O)(=O)OCC (ethyl glyoxalate). Run in C1CCOC1 (THF). Run at time 2 hour. Product: C(CCCCCCC\C=C/C\C=C/CCCCC)C(CCCCCCCC\C=C/C\C=C/CCCCC)(C(CCCCCCCC\C=C/C\C=C/CCCCC)O)O ((6Z,9Z,29Z,32Z)-19-((9Z,12Z)-octadeca-9,12-dienyl)octatriaconta-6,9,29,32-tetraene-19,20-diol). The yield is 48.4%. RXN SMILES: [Mg].[CH2:2](Br)[CH2:3][CH2:4][CH2:5][CH2:6][CH2:7][CH2:8][CH2:9]/[CH:10]=[CH:11]\[CH2:12]/[CH:13]=[CH:14]\[CH2:15][CH2:16][CH2:17][CH2:18][CH3:19].[C:21]([O:25]CC)(=O)[CH:22]=[O:23]>C1COCC1>[CH2:2]([C:22]([OH:23])([CH:21]([OH:25])[CH2:2][CH2:3][CH2:4][CH2:5][CH2:6][CH2:7][CH2:8][CH2:9]/[CH:10]=[CH:11]\[CH2:12]/[CH:13]=[CH:14]\[CH2:15][CH2:16][CH2:17][CH2:18][CH3:19])[CH2:2][CH2:3][CH2:4][CH2:5][CH2:6][CH2:7][CH2:8][CH2:9]/[CH:10]=[CH:11]\[CH2:12]/[CH:13]=[CH:14]\[CH2:15][CH2:16][CH2:17][CH2:18][CH3:19])[CH2:3][CH2:4][CH2:5][CH2:6][CH2:7][CH2:8][CH2:9]/[CH:10]=[CH:11]\[CH2:12]/[CH:13]=[CH:14]\[CH2:15][CH2:16][CH2:17][CH2:18][CH3:19]. Procedure details: A 100 mL round bottom flask was charged with magnesium turnings (360 mg, 14.6 mmol) and a stir bar. The flask was dried with a heat gun for 5 minutes then cooled under nitrogen. The flask was charged with THF (5 mL) and a small grain of iodine. A solution of linoleyl bromide (4 g, 12.1 mmol) in THF (5 mL) was added slowly and after 5 minutes the reaction initiated vigorously. The solution was stirred at room temperature for 2 hours, and then ethyl glyoxalate (0.5 mL, 2.42 mmol, 50% solution in t...